This data is from the Open Reaction Database (ORD), a public repository of structured organic reaction records. The task is: describe an organic reaction: reactants, conditions, products, and yield Reactants: N1=C(C=CC=C1)NC(SCC)=S (Ethyl 2-pyridyldithiocarbamate), NCCCCNC(OC(C)(C)C)=O (t-butyl 4-amino-butylcarbamate). Product: N1=C(C=CC=C1)NC(=S)NCCCCNC(OC(C)(C)C)=O (t-Butyl 4-{[(2-pyridylamino)carbothioyl]amino}butylcarbamate). The yield is 340.3%. RXN SMILES: [N:1]1[CH:6]=[CH:5][CH:4]=[CH:3][C:2]=1[NH:7][C:8](=[S:12])SCC.[NH2:13][CH2:14][CH2:15][CH2:16][CH2:17][NH:18][C:19](=[O:25])[O:20][C:21]([CH3:24])([CH3:23])[CH3:22]>>[N:1]1[CH:6]=[CH:5][CH:4]=[CH:3][C:2]=1[NH:7][C:8]([NH:13][CH2:14][CH2:15][CH2:16][CH2:17][NH:18][C:19](=[O:25])[O:20][C:21]([CH3:23])([CH3:22])[CH3:24])=[S:12]. Reported procedure: Ethyl 2-pyridyldithiocarbamate (500 mg) and t-butyl 4-amino-butylcarbamate (474 mg) were reacted in a similar manner to in Reference Example 58, and crystallized from n-hexane-diethyl ether to give the title compound (2.78 g). Starting materials: CC(C)(C)OC(=O)NC1C(=O)N(OS(=O)(=O)O)C12CCCC2, COc1ccccc1, ClCCl, [K], O=C(O)C(F)(F)F. Yields the product NC1C(=O)N(OS(=O)(=O)O)C12CCCC2. Reaction SMILES: [C:1]([O:2][C:3](=[O:4])[NH:8][CH:9]1[C:10](=[O:22])[N:11]([O:17][S:18](=[O:19])(=[O:20])[OH:21])[C:12]12[CH2:13][CH2:14][CH2:15][CH2:16]2)([CH3:5])([CH3:6])[CH3:7].[CH3:24][O:25][c:26]1[cH:27][cH:28][cH:29][cH:30][cH:31]1.[Cl:39][CH2:40][Cl:41].[K:23].[OH:32][C:33]([C:34]([F:35])([F:36])[F:37])=[O:38]>>[NH2:8][CH:9]1[C:10](=[O:22])[N:11]([O:17][S:18](=[O:19])(=[O:20])[OH:21])[C:12]12[CH2:13][CH2:14][CH2:15][CH2:16]2. Reactants: CN(C)CCO (2-(N,N-dimethylamino)ethanol), C(OCC)(OCC)=O (diethyl carbonate), CN(C)CCOCCN(C)C (bis[2-(N,N-dimethylamino)ethyl]ether), ( i ). Product: CN(C)CCOC(OCCN(C)C)=O (bis[2-(N,N-dimethylamino)ethyl]carbonate), ( ii ). RXN SMILES: CN(C[CH2:5][O:6][CH2:7][CH2:8][N:9]([CH3:11])[CH3:10])C.[CH3:12][N:13]([CH2:15][CH2:16][OH:17])[CH3:14].C(=O)(OCC)[O:19]CC>>[CH3:12][N:13]([CH2:15][CH2:16][O:17][C:5](=[O:19])[O:6][CH2:7][CH2:8][N:9]([CH3:10])[CH3:11])[CH3:14]. Procedure: A process for preparing bis[2-(N,N-dimethylamino)ethyl]ether which comprises (i) contacting 2-(N,N-dimethylamino)ethanol with diethyl carbonate under conditions effective to produce bis[2-(N,N-dimethylamino)ethyl]carbonate, and (ii) contacting bis[2-(N,N-dimethylamino)ethyl]-carbonate with a magnesium:aluminum mixed metal oxide catalyst under conditions effective to produce bis[2-(N,N-dimethylamino)ethyl]ether.